From a dataset of the Open Reaction Database (ORD), a public repository of structured organic reaction records. describe an organic reaction: reactants, conditions, products, and yield The reactants are C(C1=CC=CC=C1)OC1=CC=C(OCCN2CCN(CC2)C2=CC=CC=C2)C=C1 (1-[2-(-4-benzyloxyphenoxy)ethyl]-4-phenylpiperazine), Cl (HCl). Run in CCO (EtOH). Yields the product C1(=CC=CC=C1)N1CCNCC1 (4-phenylpiperazine), Cl (monohydrochloride). As a reaction SMILES: C(OC1C=CC(OCC[N:16]2[CH2:21][CH2:20][N:19]([C:22]3[CH:27]=[CH:26][CH:25]=[CH:24][CH:23]=3)[CH2:18][CH2:17]2)=CC=1)C1C=CC=CC=1.[ClH:30]>CCO>[C:22]1([N:19]2[CH2:20][CH2:21][NH:16][CH2:17][CH2:18]2)[CH:27]=[CH:26][CH:25]=[CH:24][CH:23]=1.[ClH:30]. Procedure: 35.75 g of 1-[2-(-4-benzyloxyphenoxy)ethyl]-4-phenylpiperazine was added rapidly with stirring to 75 ml concentrated HCl and the mixture was heated on a steam bath for 15 minutes. During this time starting material dissolved and then a white crystalline solid began to form and eventually the reaction mixture almost solidified. The reaction was cooled to ~5° and then was diluted with 100 ml EtOH. The solids were filtered off and were washed in EtOH and ether to give 1-8 2-(4-hydroxyphenoxy) ethyl...